This data is from the Open Reaction Database (ORD), a public repository of structured organic reaction records. The task is: describe an organic reaction: reactants, conditions, products, and yield The reactants are C(C)(=O)NC[C@@H]1N(CCOC1)C(=O)OC(C)(C)C ((S)-tert-butyl 3-(acetamidomethyl)morpholine-4-carboxylate), C(C)(=O)NC[C@@H]1N(CCOC1)C(=O)OC(C)(C)C ((S)-tert-butyl 3-(acetamidomethyl)morpholine-4-carboxylate), C1(=CC=CC=C1)[SiH2]C1=CC=CC=C1 (diphenylsilane). Reagents/catalysts: [C-]#[O+].C1=CC=C(C=C1)P(C2=CC=CC=C2)C3=CC=CC=C3.C1=CC=C(C=C1)P(C2=CC=CC=C2)C3=CC=CC=C3.C1=CC=C(C=C1)P(C2=CC=CC=C2)C3=CC=CC=C3.[Rh] (carbonyltris(triphenylphosphine)rhodium(I) hydride). The solvent is O1CCCC1 (tetrahydrofuran). Run at time 30 minute. Product: C(C)N(CC)C[C@@H]1N(CCOC1)C(=O)OC(C)(C)C ((S)-tert-butyl 3-((diethylamino)methyl)morpholine-4-carboxylate). Reaction SMILES: [C:1]([NH:4][CH2:5][C@H:6]1[CH2:11][O:10][CH2:9][CH2:8][N:7]1[C:12]([O:14][C:15]([CH3:18])([CH3:17])[CH3:16])=[O:13])(=O)[CH3:2].[C:19]1([SiH2]C2C=CC=CC=2)C=CC=C[CH:20]=1>O1CCCC1.[C-]#[O+].C1C=CC(P(C2C=CC=CC=2)C2C=CC=CC=2)=CC=1.C1C=CC(P(C2C=CC=CC=2)C2C=CC=CC=2)=CC=1.C1C=CC(P(C2C=CC=CC=2)C2C=CC=CC=2)=CC=1.[Rh]>[CH2:1]([N:4]([CH2:5][C@H:6]1[CH2:11][O:10][CH2:9][CH2:8][N:7]1[C:12]([O:14][C:15]([CH3:18])([CH3:17])[CH3:16])=[O:13])[CH2:19][CH3:20])[CH3:2] |f:3.4.5.6.7|. Procedure details: To a solution of (S)-tert-butyl 3-((N-ethylacetamido)methyl)morpholine-4-carboxylate (INTERMEDIATE 86A, Step 2, 0.04 g, 0.14 mmol) and diphenylsilane (0.052 ml, 0.28 mmol) in tetrahydrofuran (1.345 ml) at rt was added carbonyltris(triphenylphosphine)rhodium(I) hydride (6.42 mg, 6.98 μmol). After a brief surge of gas evolution, the now yellow reaction was stirred for 30 min and then quenched with 1N aqueous hydrogen chloride. The mixture was extracted with ether, and the aqueous layer was basifie... Starting materials: C=C(C)Cc1cc(F)ccc1NC(=O)OC(C)(C)C, COc1ccccc1, CS(=O)(=O)O, ClCCl, O=C(O)C(F)(F)F. Reaction SMILES: [C:1]([O:2][C:3](=[O:4])[NH:7][c:8]1[c:9]([CH2:15][C:16](=[CH2:17])[CH3:18])[cH:10][c:11]([F:14])[cH:12][cH:13]1)([CH3:5])([CH3:6])[CH3:19].[CH3:20][O:21][c:22]1[cH:23][cH:24][cH:25][cH:26][cH:27]1.[CH3:35][S:36](=[O:37])(=[O:38])[OH:39].[Cl:40][CH2:41][Cl:42].[OH:28][C:29]([C:30]([F:31])([F:32])[F:33])=[O:34]>>[NH:7]1[c:8]2[c:9]([cH:10][c:11]([F:14])[cH:12][cH:13]2)[CH2:15][C:16]1([CH3:17])[CH3:18]. Product: CC1(C)Cc2cc(F)ccc2N1. Reactants: ClS(=O)(=O)N1C2=C(OCC1)N=CC(=C2)C(=O)OC (methyl 1-(chlorosulfonyl)-2,3-dihydro-1H-pyrido[2,3-b][1,4]oxazine-7-carboxylate), TEA, Cl.FC(C1CCNCC1)(F)F (4-(trifluoromethyl)piperidine hydrochloride). Run in C(Cl)Cl (DCM), C(Cl)Cl (DCM). Reaction conditions: temperature -10 celsius, time 3 hour. Yields the product FC(C1CCN(CC1)S(=O)(=O)N1C2=C(OCC1)N=CC(=C2)C(=O)OC)(F)F (methyl 1-(4-(trifluoromethyl)piperidin-1-ylsulfonyl)-2,3-dihydro-1H-pyrido[2,3-b][1,4]oxazine-7-carboxylate). Isolated yield 80.1%. Reaction SMILES: Cl[S:2]([N:5]1[CH2:10][CH2:9][O:8][C:7]2[N:11]=[CH:12][C:13]([C:15]([O:17][CH3:18])=[O:16])=[CH:14][C:6]1=2)(=[O:4])=[O:3].Cl.[F:20][C:21]([F:29])([F:28])[CH:22]1[CH2:27][CH2:26][NH:25][CH2:24][CH2:23]1>C(Cl)Cl>[F:20][C:21]([F:29])([F:28])[CH:22]1[CH2:27][CH2:26][N:25]([S:2]([N:5]2[CH2:10][CH2:9][O:8][C:7]3[N:11]=[CH:12][C:13]([C:15]([O:17][CH3:18])=[O:16])=[CH:14][C:6]2=3)(=[O:4])=[O:3])[CH2:24][CH2:23]1 |f:1.2|. Procedure details: To a solution of methyl 1-(chlorosulfonyl)-2,3-dihydro-1H-pyrido[2,3-b][1,4]oxazine-7-carboxylate (250 mg, 0.854 mmol) in DCM (10 mL) at −10° C. was added TEA (0.595 mL, 4.27 mmol) and 4-(trifluoromethyl)piperidine hydrochloride (324 mg, 1.708 mmol). The reaction was allowed to stir for 3 h at −10° C. and slowly warmed to room temperature over 2 h. The reaction was allowed to stir at room temperature for 16 h. The reaction mixture was diluted with DCM (10 mL) and washed with H2O (10 mL). The org... Reactants: Cc1ccc(C=NO)cc1, Cc1ccc(C=O)cc1, CC(=O)O, Cc1ccc(C)cc1, CC(C)(C)ON=O, O=C1c2ccccc2C(=O)N1O. Yields the product Cc1ccc(C#N)cc1. Reaction SMILES: [CH3:20][c:21]1[cH:22][cH:23][c:24]([CH:25]=[N:26][OH:27])[cH:28][cH:29]1.[CH3:30][c:31]1[cH:32][cH:33][c:34]([CH:35]=[O:36])[cH:37][cH:38]1.[CH3:39][C:40](=[O:41])[OH:42].[CH3:43][c:44]1[cH:45][cH:46][c:47]([CH3:48])[cH:49][cH:50]1.[N:1]([O:2][C:3]([CH3:4])([CH3:5])[CH3:6])=[O:7].[OH:8][N:9]1[C:10](=[O:11])[c:12]2[cH:13][cH:14][cH:15][cH:16][c:17]2[C:18]1=[O:19]>>[CH3:20][c:21]1[cH:22][cH:23][c:24]([C:25]#[N:26])[cH:28][cH:29]1.